From a dataset of the Open Reaction Database (ORD), a public repository of structured organic reaction records. describe an organic reaction: reactants, conditions, products, and yield Starting materials: NC1=C(C=NC=C1)NC(=O)NCCCCCCC (1-(4-amino-3-pyridyl)-3-heptylurea), C(C)(C)(C)C=1C=C(C(=O)O)C=C(C1O)C(C)(C)C (3,5-di-t-butyl-4-hydroxybenzoic acid), Cl.C(C)N=C=NCCCN(C)C (1-ethyl-3-(3-dimethylaminopropyl)carbodiimide monohydrochloride). Run in ClCCl (dichloromethane). The product is C(CCCCCC)NC(NC=1C=NC=CC1NC(C1=CC(=C(C(=C1)C(C)(C)C)O)C(C)(C)C)=O)=O (N-[3-(3-heptylureido)-4-pyridyl]-3,5-di-t-butyl-4-hydroxybenzamide). The yield is 15.6%. Reaction SMILES: [NH2:1][C:2]1[CH:7]=[CH:6][N:5]=[CH:4][C:3]=1[NH:8][C:9]([NH:11][CH2:12][CH2:13][CH2:14][CH2:15][CH2:16][CH2:17][CH3:18])=[O:10].[C:19]([C:23]1[CH:24]=[C:25]([CH:29]=[C:30]([C:33]([CH3:36])([CH3:35])[CH3:34])[C:31]=1[OH:32])[C:26](O)=[O:27])([CH3:22])([CH3:21])[CH3:20].Cl.C(N=C=NCCCN(C)C)C>ClCCl>[CH2:12]([NH:11][C:9](=[O:10])[NH:8][C:3]1[CH:4]=[N:5][CH:6]=[CH:7][C:2]=1[NH:1][C:26](=[O:27])[C:25]1[CH:29]=[C:30]([C:33]([CH3:34])([CH3:35])[CH3:36])[C:31]([OH:32])=[C:23]([C:19]([CH3:22])([CH3:21])[CH3:20])[CH:24]=1)[CH2:13][CH2:14][CH2:15][CH2:16][CH2:17][CH3:18] |f:2.3|. Procedure details: A mixture of 1-(4-amino-3-pyridyl)-3-heptylurea (0.50 g), 3,5-di-t-butyl-4-hydroxybenzoic acid (0.60 g) and 1-ethyl-3-(3-dimethylaminopropyl)carbodiimide monohydrochloride (0.46 g) was stirred in dichloromethane (10 ml) at room temperature overnight. The reaction solution was washed with water, saturated saline and dried over anhydrous MgSO4. The solvent was distilled off and the residue was purified by a silica gel column chromatography (chloroform:methanol=20:1) to give N-[3-(3-heptylureido)-4... The reactants are C(C)OC(CN)OCC (Aminoacetaldehyde diethyl acetal), C(C#C)Br (propargylbromide), CN1C(N(C=C1)CC#C)=O (1,3-dihydro-1-methyl-3-(2-propynyl)-2H-imidazol-2-one), secondary amines, VIII. Product: C(C#C)N1C(NC=C1)=O (1,3-dihydro-1-(2-propynyl)-2H-imidazol-2-one), CN=C=O (methyl isocyanate), IX. RXN SMILES: [CH3:1][N:2]1[CH:6]=[CH:5][N:4]([CH2:7][C:8]#[CH:9])[C:3]1=[O:10].C(OC(OCC)CN)C.C(Br)C#C>>[CH2:7]([N:4]1[CH:5]=[CH:6][NH:2][C:3]1=[O:10])[C:8]#[CH:9].[CH3:1][N:2]=[C:3]=[O:10]. Reported procedure: The 1,3-dihydro-1-(2-propynyl)-2H-imidazol-2-one intermediates were prepared as outlined in Scheme 2 for the synthesis of 1,3-dihydro-1-methyl-3-(2-propynyl)-2H-imidazol-2-one (X). Aminoacetaldehyde diethyl acetal was reacted with propargylbromide to give a mixture of the tertiary and secondary amines VII and VIII which were separated by chromatography on silica gel. Treatment of VIII with methyl isocyanate gave IX and this was heated in aqueous oxalic acid to give 1-methyl-3-(2-propynyl)-2H-imi... The reactants are C([O-])(O)=O.[Na+] (sodium bicarbonate), C(C)OC(=O)C=1N=CN2C1C(=NC1=CC=CC=C21)Cl (4-chloroimidazo [1,5-a]quinoxaline 3-carboxylic acid ethyl ester). Product: COC(=O)C=1N=CN2C1C(=NC1=CC=CC=C21)OC (4-Methoxyimidazo[1,5-a]quinoxaline 3-carboxylic acid methyl ester). The yield is 58.9%. RXN SMILES: [C:1](=O)(O)[O-:2].[Na+].[CH2:6]([O:8][C:9]([C:11]1[N:12]=[CH:13][N:14]2[C:23]3[C:18](=[CH:19][CH:20]=[CH:21][CH:22]=3)[N:17]=[C:16](Cl)[C:15]=12)=[O:10])C>>[CH3:6][O:8][C:9]([C:11]1[N:12]=[CH:13][N:14]2[C:23]3[C:18](=[CH:19][CH:20]=[CH:21][CH:22]=3)[N:17]=[C:16]([O:2][CH3:1])[C:15]=12)=[O:10] |f:0.1|. Reported procedure: To a methanolic solution (250 ml) of 4-chloroimidazo [1,5-a]quinoxaline 3-carboxylic acid ethyl ester (4 g) was added sodium bicarbonate (10 g) with stirring. The mixture was heated on steam bath for 2 hours. After removal of solvent under vacuum, the residue was taken up in water, then extracted with chloroform several times. The combined chloroform extracts were washed with water, dried by magnesium sulfate and evaporated to give the product as an off-white solid (2.2 g, 55% yield). Recrystall... Reactants: N[C@@H](CCO)C(=O)O (homoserine), CC(C(=O)N[C@H]1[C@@H]2N(C1=O)[C@H](C(S2)(C)C)C(=O)O)OC3=CC=CC=C3 (PEPC). Product: N[C@@H](CCCCN)C(=O)O (lysine). As a reaction SMILES: [NH2:1][C@H:2]([C:6]([OH:8])=[O:7])[CH2:3][CH2:4]O.C[CH:10](OC1C=CC=CC=1)[C:11]([NH:13][C@@H]1C(=O)N2[C@@H](C(O)=O)C(C)(C)S[C@H]12)=O>>[NH2:1][C@H:2]([C:6]([OH:8])=[O:7])[CH2:3][CH2:4][CH2:10][CH2:11][NH2:13]. Procedure: Plasmid pAJ 201 was introduced into Brevibacterium lactofermentum AJ 12019 (NRRL B-15346) (auxotrophy for homoserine) by the transformation method described in (4). The results obtained by examination of lysine productivity with the thus-obtained transformant AJ 12073 (FERM-P 7205) are shown in Table 3. The cultivation was carried out by charging in a shoulder-equipped flask 20 ml of medium containing 10 g/dl of glucose, 5.5 g/dl of ammonium sulfate, 0.1 g/dl of KH2PO4, 0.1 g/dl of MgSO4 . 0.001...